This data is from the Open Reaction Database (ORD), a public repository of structured organic reaction records. The task is: describe an organic reaction: reactants, conditions, products, and yield Reactants: Cn1ccnc1, CS(=O)(=O)c1ccc(C(OC(=O)CCCBr)C(CF)NC(=O)C(Cl)Cl)cc1, C1CCOC1. Product: [Br-], Cn1cc[n+](CCCC(=O)OC(c2ccc(S(C)(=O)=O)cc2)C(CF)NC(=O)C(Cl)Cl)c1. As a reaction SMILES: [CH3:28][n:29]1[cH:30][n:31][cH:32][cH:33]1.[Cl:1][CH:2]([C:3](=[O:4])[NH:5][CH:6]([CH:7]([c:8]1[cH:9][cH:10][c:11]([S:14](=[O:15])(=[O:16])[CH3:17])[cH:12][cH:13]1)[O:18][C:19]([CH2:20][CH2:21][CH2:22][Br:23])=[O:24])[CH2:25][F:26])[Cl:27].[O:34]1[CH2:35][CH2:36][CH2:37][CH2:38]1>>[Br-:23].[Cl:1][CH:2]([C:3](=[O:4])[NH:5][CH:6]([CH:7]([c:8]1[cH:9][cH:10][c:11]([S:14](=[O:15])(=[O:16])[CH3:17])[cH:12][cH:13]1)[O:18][C:19]([CH2:20][CH2:21][CH2:22][n+:31]1[cH:30][n:29]([CH3:28])[cH:33][cH:32]1)=[O:24])[CH2:25][F:26])[Cl:27].